This data is from the Open Reaction Database (ORD), a public repository of structured organic reaction records. The task is: describe an organic reaction: reactants, conditions, products, and yield Reactants: [Si](C1=CC=CC=C1)(C1=CC=CC=C1)(C(C)(C)C)OCC=1C(=C(C2=C(C(=NO2)C(=O)OCC)C1)F)N1C[C@H](O[C@H](C1)C)C (Ethyl 5-((tert-butyldiphenylsilyloxy)methyl)-6-((2R,6S)-2,6-dimethylmorpholino)-7-fluorobenzo[d]isoxazole-3-carboxylate), [Si](C1=CC=CC=C1)(C1=CC=CC=C1)(C(C)(C)C)OCC=1C(=C(C2=C(C(=NO2)C(=O)OCC)C1)F)N1C[C@H](O[C@H](C1)C)C (Ethyl 5-((tert-butyldiphenylsilyloxy)methyl)-6-((2R,6S)-2,6-dimethylmorpholino)-7-fluorobenzo[d]isoxazole-3-carboxylate), FC1(CCNCC1)F (4,4-difluoropiperidine). Yields the product FC1(CCN(CC1)C(=O)C1=NOC2=C1C=C(C(=C2F)N2C[C@H](O[C@H](C2)C)C)CO)F ((4,4-difluoropiperidin-1-yl)(6-((2R,6S)-2,6-dimethylmorpholino)-7-fluoro-5-(hydroxymethyl)benzo[d]isoxazol-3-yl)methanone). RXN SMILES: [Si]([O:18][CH2:19][C:20]1[C:21]([N:35]2[CH2:40][C@H:39]([CH3:41])[O:38][C@H:37]([CH3:42])[CH2:36]2)=[C:22]([F:34])[C:23]2[O:27][N:26]=[C:25]([C:28](OCC)=[O:29])[C:24]=2[CH:33]=1)(C(C)(C)C)(C1C=CC=CC=1)C1C=CC=CC=1.[F:43][C:44]1([F:50])[CH2:49][CH2:48][NH:47][CH2:46][CH2:45]1>>[F:43][C:44]1([F:50])[CH2:49][CH2:48][N:47]([C:28]([C:25]2[C:24]3[CH:33]=[C:20]([CH2:19][OH:18])[C:21]([N:35]4[CH2:36][C@H:37]([CH3:42])[O:38][C@H:39]([CH3:41])[CH2:40]4)=[C:22]([F:34])[C:23]=3[O:27][N:26]=2)=[O:29])[CH2:46][CH2:45]1. Reported procedure: Starting materials: ethyl 5-((tert-butyldiphenylsilyloxy)methyl)-6-((2R,6S)-2,6-dimethylmorpholino)-7-fluorobenzo[d]isoxazole-3-carboxylate (Intermediate 204) and 4,4-difluoropiperidine Reactants: S(=O)(=O)(C1=CC=C(C)C=C1)N1C=CC=2C1=NC=C(N2)NNC(=O)[C@H]2C[C@H](CC2)NC(OC(C)(C)C)=O (tert-butyl (1S,3R)-3-(2-(5-tosyl-5H-pyrrolo[2,3-b]pyrazin-2-yl)hydrazinecarbonyl)cyclopentylcarbamate), CCOC(=O)C (EtOAc), C1(CCCC1)C(=O)O (cyclopentanecarboxylic acid), TEA, O=S(Cl)Cl (SOCl2). As a reaction SMILES: [S:1]([N:11]1[C:15]2=[N:16][CH:17]=[C:18]([NH:20][NH:21][C:22]([C@@H:24]3[CH2:28][CH2:27][C@H:26]([NH:29][C:30](=[O:36])[O:31][C:32]([CH3:35])([CH3:34])[CH3:33])[CH2:25]3)=O)[N:19]=[C:14]2[CH:13]=[CH:12]1)([C:4]1[CH:10]=[CH:9][C:7]([CH3:8])=[CH:6][CH:5]=1)(=[O:3])=[O:2].C1(C(O)=O)CCCC1.O=S(Cl)Cl.CCOC(C)=O>O1CCOCC1.O>[C:32]([O:31][C:30](=[O:36])[NH:29][C@H:26]1[CH2:27][CH2:28][C@@H:24]([C:22]2[N:19]3[C:14]4[CH:13]=[CH:12][N:11]([S:1]([C:4]5[CH:10]=[CH:9][C:7]([CH3:8])=[CH:6][CH:5]=5)(=[O:2])=[O:3])[C:15]=4[N:16]=[CH:17][C:18]3=[N:20][N:21]=2)[CH2:25]1)([CH3:34])([CH3:35])[CH3:33]. Run at temperature 80 celsius. Solvent: O (water), O1CCOCC1 (1,4-dioxane). Yield: 85.0%. The product is C(C)(C)(C)OC(N[C@@H]1C[C@@H](CC1)C1=NN=C2N1C1=C(N=C2)N(C=C1)S(=O)(=O)C1=CC=C(C)C=C1)=O (tert-butyl-(1S,3R)-3-(6-tosyl-6H-pyrrolo[2,3-e][1,2,4]triazolo[4,3-a]pyrazin-1-yl)cyclopentylcarbamate). Procedure details: To a solution of tert-butyl (1S,3R)-3-(2-(5-tosyl-5H-pyrrolo[2,3-b]pyrazin-2-yl)hydrazinecarbonyl)cyclopentylcarbamate (9.30 g, 18.1 mmol, prepared using A from Example #1 Step D, and (1R,3S)-3-tert-butoxycarbonylamino)cyclopentanecarboxylic acid [Peptech]) in 1,4-dioxane (100 mL) was added TEA (10.0 mL, 72.3 mmol) and SOCl2 (2.11 mL, 28.9 mmol). The mixture was heated at about 80° C. for about 1.5 h. The reaction mixture was cooled to ambient temperature, EtOAc (200 mL) and water (200 mL) were ... The reactants are Cl.N1=CC=C(C=C1)C1=CC=C(C(=O)O)C=C1 (4-(4-Pyridyl)benzoic acid hydrochloride), CO (methanol), S(O)(O)(=O)=O (sulfuric acid). The product is N1=CC=C(C=C1)C1=CC=C(C(=O)OC)C=C1 (Methyl 4-(4-pyridyl)benzoate). As a reaction SMILES: Cl.[N:2]1[CH:7]=[CH:6][C:5]([C:8]2[CH:16]=[CH:15][C:11]([C:12]([OH:14])=[O:13])=[CH:10][CH:9]=2)=[CH:4][CH:3]=1.S(=O)(=O)(O)O.[CH3:22]O>>[N:2]1[CH:7]=[CH:6][C:5]([C:8]2[CH:16]=[CH:15][C:11]([C:12]([O:14][CH3:22])=[O:13])=[CH:10][CH:9]=2)=[CH:4][CH:3]=1 |f:0.1|. Procedure: 4-(4-Pyridyl)benzoic acid hydrochloride (12.4 g) was dissolved in methanol (200 ml), concentrated sulfuric acid (5 ml) was added at room temperature, and the mixture was heated under reflux for 3 hours. After completion of the reaction, the solvent was distilled off, and a saturated aqueous solution of sodium hydrogencarbonate was added to the residue to extract it with ethyl acetate. The extract was dried over anhydrous sodium sulfate, the solvent was distilled off, and hexane was added to the ... Starting materials: NC=1C=C(C(=O)NC2CC2)C=CC1N1CCC(CC1)CCN1CCCCC1 (3-amino-N-cyclopropyl-4-[4-(2-piperidin-1-yl-ethyl)-piperidin-1-yl]-benzamide), ClC=1C=C(C(=O)Cl)C=CC1 (3-chlorobenzoyl chloride). The solvent is C(C)#N (acetonitrile). Reaction conditions: time 30 minute. Product: ClC=1C=C(C(=O)NC=2C=C(C(=O)NC3CC3)C=CC2N2CCC(CC2)CCN2CCCCC2)C=CC1 (3-(3-Chloro-benzoylamino)-N-cyclopropyl-4-[4-(2-piperidin-1-yl-ethyl)-piperidin-1-yl]-benzamide). The yield is 25.3%. RXN SMILES: [NH2:1][C:2]1[CH:3]=[C:4]([CH:11]=[CH:12][C:13]=1[N:14]1[CH2:19][CH2:18][CH:17]([CH2:20][CH2:21][N:22]2[CH2:27][CH2:26][CH2:25][CH2:24][CH2:23]2)[CH2:16][CH2:15]1)[C:5]([NH:7][CH:8]1[CH2:10][CH2:9]1)=[O:6].[Cl:28][C:29]1[CH:30]=[C:31]([CH:35]=[CH:36][CH:37]=1)[C:32](Cl)=[O:33]>C(#N)C>[Cl:28][C:29]1[CH:30]=[C:31]([CH:35]=[CH:36][CH:37]=1)[C:32]([NH:1][C:2]1[CH:3]=[C:4]([CH:11]=[CH:12][C:13]=1[N:14]1[CH2:15][CH2:16][CH:17]([CH2:20][CH2:21][N:22]2[CH2:27][CH2:26][CH2:25][CH2:24][CH2:23]2)[CH2:18][CH2:19]1)[C:5]([NH:7][CH:8]1[CH2:10][CH2:9]1)=[O:6])=[O:33]. Procedure details: To a stirred solution of compound 0.20 g (0.53 mmol) of 3-amino-N-cyclopropyl-4-[4-(2-piperidin-1-yl-ethyl)-piperidin-1-yl]-benzamide in acetonitrile (5 mL) is added 0.04 mL (0.31 mmol) 3-chlorobenzoyl chloride. The mixture is stirred at room temperature for 30 minutes then volatiles are removed under reduced pressure. The residue is dissolved in dichloromethane and the mixture is washed with 5% aqueous NaOH solution followed by water and then dried over anhydrous magnesium sulfate. The mixture ... The reactants are COC(=O)C(Cc1ccc(O)cc1)NC(=O)C1(NC(=O)OC(C)(C)C)CCCC1, CCOC(C)=O, ClCCl, Cl. Yields the product COC(=O)C(Cc1ccc(O)cc1)NC(=O)C1(N)CCCC1, Cl. RXN SMILES: [CH3:1][O:2][C:3]([CH:4]([NH:5][C:6](=[O:7])[C:8]1([NH:13][C:14]([O:15][C:16]([CH3:17])([CH3:18])[CH3:19])=[O:20])[CH2:9][CH2:10][CH2:11][CH2:12]1)[CH2:21][c:22]1[cH:23][cH:24][c:25]([OH:28])[cH:26][cH:27]1)=[O:29].[CH3:34][CH2:35][O:36][C:37](=[O:38])[CH3:39].[Cl:31][CH2:32][Cl:33].[ClH:30]>>[CH3:1][O:2][C:3]([CH:4]([NH:5][C:6](=[O:7])[C:8]1([NH2:13])[CH2:9][CH2:10][CH2:11][CH2:12]1)[CH2:21][c:22]1[cH:23][cH:24][c:25]([OH:28])[cH:26][cH:27]1)=[O:29].[ClH:30].